From a dataset of the Open Reaction Database (ORD), a public repository of structured organic reaction records. describe an organic reaction: reactants, conditions, products, and yield RXN SMILES: [CH3:1][C:2]1[CH:7]=[C:6]([Cl:8])[CH:5]=[C:4]([N:9]2[CH2:14][CH2:13][O:12][CH2:11][CH2:10]2)[N:3]=1.C([Li])CCC.[O:20]1[CH2:22][CH2:21]1>O1CCCC1>[Cl:8][C:6]1[CH:5]=[C:4]([N:9]2[CH2:14][CH2:13][O:12][CH2:11][CH2:10]2)[N:3]=[C:2]([CH2:1][CH2:22][CH2:21][OH:20])[CH:7]=1. Conditions: temperature -78 celsius. Run in O1CCCC1 (tetrahydrofuran), O1CCCC1 (tetrahydrofuran). Reactants: O1CC1 (oxirane), C(CCC)[Li] (n-butyllithium), hexanes, CC1=NC(=CC(=C1)Cl)N1CCOCC1 (2-Methyl-4-chloro-6-morpholino-pyridine). The product is ClC1=CC(=NC(=C1)N1CCOCC1)CCCO (3-(4-chloro-6-morpholin-4-yl-pyrid-2-yl)-propan-1-ol). Reported procedure: 2-Methyl-4-chloro-6-morpholino-pyridine (50 mmol) is dissolved in tetrahydrofuran (200 mL). The reaction is chilled to −78° C. under an inert atmosphere. A solution of n-butyllithium in hexanes (24 mL, 2.5M, 60 mmol) is added, and the reaction mixture is stirred for thirty minutes. A solution of oxirane dissolved in tetrahydrofuran (40 mL, 41.5M, 60 mmol) is added, and the reaction is allowed to warm to room temperature while stirring overnight. The solvent is removed under reduced pressure, and... Reactants: N(=[N+]=[N-])CCC=1N=C(SC1C)C1=CC(=NC=C1)CC (4-(2-azidoethyl)-2-(2-ethylpyridin-4-yl)-5-methylthiazole), C1(=CC=CC=C1)P(C1=CC=CC=C1)C1=CC=CC=C1 (triphenylphosphine), oil. Yields the product C(C)C1=NC=CC(=C1)C=1SC(=C(N1)CCN)C (2-(2-(2-Ethylpyridin-4-yl)-5-methylthiazol-4-yl)ethanamine). As a reaction SMILES: [N:1]([CH2:4][CH2:5][C:6]1[N:7]=[C:8]([C:12]2[CH:17]=[CH:16][N:15]=[C:14]([CH2:18][CH3:19])[CH:13]=2)[S:9][C:10]=1[CH3:11])=[N+]=[N-].C1(P(C2C=CC=CC=2)C2C=CC=CC=2)C=CC=CC=1>>[CH2:18]([C:14]1[CH:13]=[C:12]([C:8]2[S:9][C:10]([CH3:11])=[C:6]([CH2:5][CH2:4][NH2:1])[N:7]=2)[CH:17]=[CH:16][N:15]=1)[CH3:19]. Reported procedure: The product was obtained starting from 4-(2-azidoethyl)-2-(2-ethylpyridin-4-yl)-5-methylthiazole (134 mg, 490 μmol) and triphenylphosphine polymer bound (248 mg, 735 μmol) according to the method described in example 46, step 3 as yellow oil (117 mg, 473 μmol, 96.5%). Reactants: [BH4-], N#Cc1ccc(Oc2ccc(Br)c(C=O)c2)c(Cl)c1, CO, [Na+]. Product: N#Cc1ccc(Oc2ccc(Br)c(CO)c2)c(Cl)c1. Reaction SMILES: [BH4-:20].[Br:1][c:2]1[c:3]([CH:18]=[O:19])[cH:4][c:5]([O:6][c:7]2[c:8]([Cl:15])[cH:9][c:10]([C:11]#[N:12])[cH:13][cH:14]2)[cH:16][cH:17]1.[CH3:22][OH:23].[Na+:21]>>[Br:1][c:2]1[c:3]([CH2:18][OH:19])[cH:4][c:5]([O:6][c:7]2[c:8]([Cl:15])[cH:9][c:10]([C:11]#[N:12])[cH:13][cH:14]2)[cH:16][cH:17]1.